Dataset: the Open Reaction Database (ORD), a public repository of structured organic reaction records. Task: describe an organic reaction: reactants, conditions, products, and yield The reactants are O (water), C(C)(=O)O[C@@H]1C[C@@H]2CCC3=C4C(C[C@H]([C@@H](CC(CC(C(F)(F)F)(C(F)(F)F)F)I)C)[C@]4(CC[C@@H]3[C@]2(CC1)C)C)=O (3β-acetoxy-23ξ-iodo-25,26,26,26,27,27,27-heptafluoro-5α-cholest-8(14)-en-15-one), N(=NC(C#N)(C)C)C(C#N)(C)C (2,2'-azobisisobutyronitrile), C(CCC)[SnH](CCCC)CCCC (tributyltin hydride). Solvent: O1CCCC1 (tetrahydrofuran). Conditions: time 5 hour. Yields the product C(C)(=O)O[C@@H]1C[C@@H]2CCC3=C4C(C[C@H]([C@@H](CCCC(C(F)(F)F)(C(F)(F)F)F)C)[C@]4(CC[C@@H]3[C@]2(CC1)C)C)=O (3β-acetoxy-25,26,26,26,27,27,27-heptafluoro-5α-cholest-8(14)-en-15-one). Yield: 83.2%. Reaction SMILES: [C:1]([O:4][C@H:5]1[CH2:37][CH2:36][C@@:35]2([CH3:38])[C@@H:7]([CH2:8][CH2:9][C:10]3[C@@H:34]2[CH2:33][CH2:32][C@@:31]2([CH3:39])[C:11]=3[C:12](=[O:40])[CH2:13][C@@H:14]2[C@H:15]([CH3:30])[CH2:16][CH:17](I)[CH2:18][C:19]([F:28])([C:24]([F:27])([F:26])[F:25])[C:20]([F:23])([F:22])[F:21])[CH2:6]1)(=[O:3])[CH3:2].N(C(C)(C)C#N)=NC(C)(C)C#N.C([SnH](CCCC)CCCC)CCC.O>O1CCCC1>[C:1]([O:4][C@H:5]1[CH2:37][CH2:36][C@@:35]2([CH3:38])[C@@H:7]([CH2:8][CH2:9][C:10]3[C@@H:34]2[CH2:33][CH2:32][C@@:31]2([CH3:39])[C:11]=3[C:12](=[O:40])[CH2:13][C@@H:14]2[C@H:15]([CH3:30])[CH2:16][CH2:17][CH2:18][C:19]([F:28])([C:24]([F:25])([F:26])[F:27])[C:20]([F:22])([F:23])[F:21])[CH2:6]1)(=[O:3])[CH3:2]. Procedure details: To a solution of 3β-acetoxy-23ξ-iodo-25,26,26,26,27,27,27-heptafluoro-5α-cholest-8(14)-en-15-one (310 mg; 0.446 mmol) and 2,2'-azobisisobutyronitrile (10 mg) in tetrahydrofuran (4 ml) was added tributyltin hydride (0.15 ml; 0.603 mmol) under argon. After 5 h, water (20 ml) was added and the resulting mixture was extracted twice with ether (10 ml portions). The ether solution was washed with water, dried over anhydrous sodium sulfate, and evaporated to dryness. The residue (300 mg) was subjected ...